The task is: describe an organic reaction: reactants, conditions, products, and yield. This data is from the Open Reaction Database (ORD), a public repository of structured organic reaction records. The reactants are C(C)(C)(C)OC(CCSCC=1C=C(C(=O)O)C=CC1)=O (3-((3-tert-butoxy-3-oxopropylthio)methyl)benzoic acid), CCN=C=NCCCN(C)C.Cl (EDC.HCl), NC1=C(C(=O)NC2=NC=C(C=N2)C2=CC(=C(C=C2)C)C)C=C(C=C1)N1CCCCC1 (2-amino-N-(5-(3,4-dimethylphenyl)pyrimidin-2-yl)-5-(piperidin-1-yl)benzamide). Reagents/catalysts: CN(C1=CC=NC=C1)C (4-dimethylaminopyridine). Run in ClCCl (dichloromethane), ClCCl (dichloromethane). Conditions: temperature 25 celsius, time 8 hour. Product: CC=1C=C(C=CC1C)C=1C=NC(=NC1)NC(=O)C1=C(C=CC(=C1)N1CCCCC1)NC(=O)C=1C=C(CSCCC(=O)OC(C)(C)C)C=CC1 (tert-butyl 3-(3-(2-(5-(3,4-dimethylphenyl)pyrimidin-2-ylcarbamoyl)-4-(piperidin-1-yl)phenylcarbamoyl)benzylthio)propanoate). The yield is 200.0%. Reaction SMILES: [C:1]([O:5][C:6](=[O:20])[CH2:7][CH2:8][S:9][CH2:10][C:11]1[CH:12]=[C:13]([CH:17]=[CH:18][CH:19]=1)[C:14]([OH:16])=O)([CH3:4])([CH3:3])[CH3:2].CCN=C=NCCCN(C)C.Cl.[NH2:33][C:34]1[CH:56]=[CH:55][C:54]([N:57]2[CH2:62][CH2:61][CH2:60][CH2:59][CH2:58]2)=[CH:53][C:35]=1[C:36]([NH:38][C:39]1[N:44]=[CH:43][C:42]([C:45]2[CH:50]=[CH:49][C:48]([CH3:51])=[C:47]([CH3:52])[CH:46]=2)=[CH:41][N:40]=1)=[O:37]>ClCCl.CN(C)C1C=CN=CC=1>[CH3:52][C:47]1[CH:46]=[C:45]([C:42]2[CH:41]=[N:40][C:39]([NH:38][C:36]([C:35]3[CH:53]=[C:54]([N:57]4[CH2:62][CH2:61][CH2:60][CH2:59][CH2:58]4)[CH:55]=[CH:56][C:34]=3[NH:33][C:14]([C:13]3[CH:12]=[C:11]([CH:19]=[CH:18][CH:17]=3)[CH2:10][S:9][CH2:8][CH2:7][C:6]([O:5][C:1]([CH3:2])([CH3:3])[CH3:4])=[O:20])=[O:16])=[O:37])=[N:44][CH:43]=2)[CH:50]=[CH:49][C:48]=1[CH3:51] |f:1.2|. Procedure details: In a round bottom flask was placed a solution of 3-((3-tert-butoxy-3-oxopropylthio)methyl)benzoic acid (88.6 mg, 0.30 mmol, 1.20 equiv) in dichloromethane (15 mL), EDC.HCl (143.2 mg, 0.75 mmol, 3.00 equiv), 4-dimethylaminopyridine (152.1 mg, 1.24 mmol, 5.00 equiv), and 2-amino-N-(5-(3,4-dimethylphenyl)pyrimidin-2-yl)-5-(piperidin-1-yl)benzamide (100 mg, 0.25 mmol, 1.00 equiv). The resulting solution was stirred overnight at 25° C. in an oil bath. The resulting solution was diluted with 50 mL of ... Reactants: CSC(=NC#N)SC, CCO, NCCSCc1ncccc1O. The product is CSC(=NCCSCc1ncccc1O)NC#N. Reaction SMILES: [CH3:13][S:14][C:15]([S:16][CH3:17])=[N:18][C:19]#[N:20].[CH3:21][CH2:22][OH:23].[NH2:1][CH2:2][CH2:3][S:4][CH2:5][c:6]1[n:7][cH:8][cH:9][cH:10][c:11]1[OH:12]>>[N:1]([CH2:2][CH2:3][S:4][CH2:5][c:6]1[n:7][cH:8][cH:9][cH:10][c:11]1[OH:12])=[C:15]([S:14][CH3:13])[NH:18][C:19]#[N:20]. Starting materials: CCOc1cc(OCC)c(CCl)nn1, Fc1cccc(-c2ncc[nH]2)n1, [K+], [K+], O=C([O-])[O-], CN(C)C=O. Product: CCOc1cc(OCC)c(Cn2ccnc2-c2cccc(F)n2)nn1. As a reaction SMILES: [Cl:7][CH2:8][c:9]1[n:10][n:11][c:12]([O:18][CH2:19][CH3:20])[cH:13][c:14]1[O:15][CH2:16][CH3:17].[F:21][c:22]1[n:23][c:24](-[c:28]2[nH:29][cH:30][cH:31][n:32]2)[cH:25][cH:26][cH:27]1.[K+:1].[K+:2].[O-:3][C:4]([O-:5])=[O:6].[O:33]=[CH:34][N:35]([CH3:36])[CH3:37]>>[CH2:8]([c:9]1[n:10][n:11][c:12]([O:18][CH2:19][CH3:20])[cH:13][c:14]1[O:15][CH2:16][CH3:17])[n:32]1[c:28](-[c:24]2[n:23][c:22]([F:21])[cH:27][cH:26][cH:25]2)[n:29][cH:30][cH:31]1. The reactants are C1=C(C=CC=2CCCCC12)N (5,6,7,8-tetrahydro-naphthalen-2-ylamine), C(C)OC(=O)C=1C=NN(C1)C1=NC2=CC3=C(C=C2C(N1)=O)CCCC3 (1-(4-oxo-3,4,6,7,8,9-hexahydro-benzo[g]quinazolin-2-yl)-1H-pyrazole-4-carboxylic acid ethyl ester). The product is C(C)OC(=O)C=1C=NN(C1)C1=NC=2C=CC3=C(C2C(N1)=O)CCCC3 (1-(1-oxo-1,2,7,8,9,10-hexahydro-benzo[f]quinazolin-3-yl)-1H-pyrazole-4-carboxylic acid ethyl ester). RXN SMILES: C1C2CCCCC=2C=CC=1N.[CH2:12]([O:14][C:15]([C:17]1[CH:18]=[N:19][N:20]([C:22]2[NH:31][C:30](=[O:32])[C:29]3[C:24](=[CH:25][C:26]4[CH2:36][CH2:35][CH2:34][CH2:33][C:27]=4[CH:28]=3)[N:23]=2)[CH:21]=1)=[O:16])[CH3:13]>>[CH2:12]([O:14][C:15]([C:17]1[CH:18]=[N:19][N:20]([C:22]2[NH:31][C:30](=[O:32])[C:29]3[C:28]4[CH2:36][CH2:35][CH2:34][CH2:33][C:27]=4[CH:26]=[CH:25][C:24]=3[N:23]=2)[CH:21]=1)=[O:16])[CH3:13]. Procedure details: The titled compound was prepared in a manner analogous to Example 131, steps A-B, using 5,6,7,8-tetrahydro-naphthalen-2-ylamine in step A. Step B yielded a 2:1 mixture of 1-(4-oxo-3,4,6,7,8,9-hexahydro-benzo[g]quinazolin-2-yl)-1H-pyrazole-4-carboxylic acid ethyl ester and the titled compound. Starting materials: BrC=1C=C(N(C1)C1=NC=CC=C1Cl)C1=NC2=C(C(O1)=O)C=C(C=C2C)Cl (2-[4-bromo-1-(3-chloro-2-pyridinyl)-1H-pyrrol-2-yl]-6-chloro-8-methyl-4H-3,1-benzoxazine-4-one), O.NN (hydrazine monohydrate), O1CCCC1 (tetrahydrofuran). The solvent is O (Water). Reaction conditions: time 2 hour. Yields the product BrC=1C=C(N(C1)C1=NC=CC=C1Cl)C(=O)NC1=C(C=C(C=C1C)Cl)C(=O)NN (4-bromo-N-[4-chloro-2-(hydrazinocarbonyl)-6-methylphenyl]-1-(3-chloro-2-pyridinyl)-1H-pyrrole-2-carboxamide). Yield: 96.6%. As a reaction SMILES: [Br:1][C:2]1[CH:3]=[C:4]([C:14]2[O:19][C:18](=[O:20])[C:17]3[CH:21]=[C:22]([Cl:26])[CH:23]=[C:24]([CH3:25])[C:16]=3[N:15]=2)[N:5]([C:7]2[C:12]([Cl:13])=[CH:11][CH:10]=[CH:9][N:8]=2)[CH:6]=1.O.[NH2:28][NH2:29].O1CCCC1>O>[Br:1][C:2]1[CH:3]=[C:4]([C:14]([NH:15][C:16]2[C:24]([CH3:25])=[CH:23][C:22]([Cl:26])=[CH:21][C:17]=2[C:18]([NH:28][NH2:29])=[O:20])=[O:19])[N:5]([C:7]2[C:12]([Cl:13])=[CH:11][CH:10]=[CH:9][N:8]=2)[CH:6]=1 |f:1.2|. Procedure details: A mixture of 0.29 g of 2-[4-bromo-1-(3-chloro-2-pyridinyl)-1H-pyrrol-2-yl]-6-chloro-8-methyl-4H-3,1-benzoxazine-4-one, 0.10 g of hydrazine monohydrate and 10 ml of tetrahydrofuran was stirred at room temperature for 2 hours. Water was added to the reaction mixture, and the mixture was extracted with ethyl acetate three times. The organic layers were combined, washed with an aqueous saturated sodium chloride solution, dried over anhydrous magnesium sulfate, and concentrated under reduced pressure... The reactants are O=C(CC(CC)=O)C1=CC=C(C=C1)S(=O)(=O)N (4-(1,3-dioxopentyl)benzenesulfonamide), FC1=CC=C(N)C=C1 (4-fluoroaniline), C1(=CC=C(C=C1)S(=O)(=O)O)C (p-toluenesulfonic acid). Run in C1(=CC=CC=C1)C (toluene). Yields the product FC1=CC=C(C=C1)N1C(=CC=C1C)C1=CC=C(C=C1)S(=O)(=O)N (4-[1-(4-fluorophenyl)-5-methyl-1H-pyrrol-2-yl]benzenesulfonamide). Yield: 44.2%. As a reaction SMILES: O=[C:2]([C:8]1[CH:13]=[CH:12][C:11]([S:14]([NH2:17])(=[O:16])=[O:15])=[CH:10][CH:9]=1)[CH2:3][C:4](=O)[CH2:5][CH3:6].[F:18][C:19]1[CH:25]=[CH:24][C:22]([NH2:23])=[CH:21][CH:20]=1.C1(C)C=CC(S(O)(=O)=O)=CC=1>C1(C)C=CC=CC=1>[F:18][C:19]1[CH:25]=[CH:24][C:22]([N:23]2[C:5]([CH3:6])=[CH:4][CH:3]=[C:2]2[C:8]2[CH:13]=[CH:12][C:11]([S:14]([NH2:17])(=[O:16])=[O:15])=[CH:10][CH:9]=2)=[CH:21][CH:20]=1. Procedure: A mixture of 4-(1,3-dioxopentyl)benzenesulfonamide (160 mg, 0.63 mmol) of (Step 5), 4-fluoroaniline (65 μl, 0.69 mmol) and p-toluenesulfonic acid (6.7 mg) in toluene (25 ml) was heated at reflux for 20 hours. The reaction mixture was cooled, filtered and concentrated. The crude mixture (820 mg) was purified by chromatography (silica gel, toluene/ethyl acetate, 8/2) to give 4-[1-(4-fluorophenyl)-5-methyl-1H-pyrrol-2-yl]benzenesulfonamide (92 mg, 45%) as a white solid: mp 147-48° C. Anal Calc'd. f... Starting materials: FC1=CC2=C(N=C(S2)N)C=C1OC (6-fluoro-5-methoxy-1,3-benzothiazol-2-amine), Cl (Hydrochloric acid), N(=O)OC(C)(C)C (tert-butyl nitrite). Reagents/catalysts: [Cu](Cl)Cl (copper(II) chloride). Run in C(C)#N (acetonitrile), [Cl-].[Na+].O (brine), C(C)#N (acetonitrile). Reaction conditions: temperature 50 celsius, time 20 minute. Product: ClC=1SC2=C(N1)C=C(C(=C2)F)OC (2-chloro-6-fluoro-5-methoxy-1,3-benzothiazole). As a reaction SMILES: N(OC(C)(C)C)=O.[F:8][C:9]1[C:18]([O:19][CH3:20])=[CH:17][C:12]2[N:13]=[C:14](N)[S:15][C:11]=2[CH:10]=1.[ClH:21]>C(#N)C.[Cl-].[Na+].O.[Cu](Cl)Cl>[Cl:21][C:14]1[S:15][C:11]2[CH:10]=[C:9]([F:8])[C:18]([O:19][CH3:20])=[CH:17][C:12]=2[N:13]=1 |f:4.5.6|. Procedure: A suspension of copper(II) chloride (546 mg) and tert-butyl nitrite (0.600 mL) in acetonitrile (10 mL) was stirred at 50° C. for 20 min. To the reaction mixture was added a solution of 6-fluoro-5-methoxy-1,3-benzothiazol-2-amine (670 mg) in acetonitrile (10 mL), and the mixture was further stirred at 50° C. for 30 min. 1M Hydrochloric acid and saturated brine were added to the reaction mixture, and the insoluble material was filtered. The filtrate was extracted with ethyl acetate, the filtered i...